From a dataset of the Open Reaction Database (ORD), a public repository of structured organic reaction records. describe an organic reaction: reactants, conditions, products, and yield Reactants: C(C#C)O (propargyl alcohol), BrC=1C=C(C(=O)OC(C)(C)C)C=C(C1)Br (tert-butyl 3,5-dibromobenzoate). Reagents/catalysts: C=1C=CC(=CC1)[P](C=2C=CC=CC2)(C=3C=CC=CC3)[Pd]([P](C=4C=CC=CC4)(C=5C=CC=CC5)C=6C=CC=CC6)([P](C=7C=CC=CC7)(C=8C=CC=CC8)C=9C=CC=CC9)[P](C=1C=CC=CC1)(C=1C=CC=CC1)C=1C=CC=CC1 (Pd(Ph3P)4). The solvent is C(C)N(CC)CC (triethylamine). Conditions: time 10 minute. The product is OCC#CC=1C=C(C(=O)OC)C=C(C1)C#CCO (Methyl 3,5-bis-(3-hydroxyprop-1-ynyl)benzoate). The yield is 101.9%. RXN SMILES: [CH2:1]([OH:4])[C:2]#[CH:3].Br[C:6]1[CH:7]=[C:8]([CH:16]=[C:17](Br)[CH:18]=1)[C:9]([O:11][C:12](C)(C)C)=[O:10]>C(N(CC)CC)C.C1C=CC([P]([Pd]([P](C2C=CC=CC=2)(C2C=CC=CC=2)C2C=CC=CC=2)([P](C2C=CC=CC=2)(C2C=CC=CC=2)C2C=CC=CC=2)[P](C2C=CC=CC=2)(C2C=CC=CC=2)C2C=CC=CC=2)(C2C=CC=CC=2)C2C=CC=CC=2)=CC=1>[OH:4][CH2:1][C:2]#[C:3][C:6]1[CH:7]=[C:8]([CH:16]=[C:17]([C:3]#[C:2][CH2:1][OH:4])[CH:18]=1)[C:9]([O:11][CH3:12])=[O:10] |^1:30,32,51,70|. Reported procedure: Pd(Ph3P)4 (1.08 g), CuBrSMe2 (0.41 g) and propargyl alcohol (2.95 g, 50.2 mmol) are added successively to a solution of methyl 3,5-dibromobenzoate (A6, 7.7 g, 22.9 mmol) in triethylamine (130 ml), and the mixture is stirred at RT for 10 min and then under reflux at 80° C. for 3.5 h. After cooling, the reaction mixture is filtered off with suction through kieselguhr, and the filter cake is washed with ethyl acetate (50 ml). The organic phase is concentrated under reduced pressure. Further purific...